This data is from the Open Reaction Database (ORD), a public repository of structured organic reaction records. The task is: describe an organic reaction: reactants, conditions, products, and yield Starting materials: Cl.NCC=1NC(=CC1C(=O)O)C1=C2N=C(C(=NC2=CC=C1)C)NC(C)(C)C (2-(aminomethyl)-5-(3-(tert-butylamino)-2-methylquinoxalin-5-yl)-1H-pyrrole-3-carboxylic acid hydrochloride), C(C)(C)(C)OC(=O)NCC=1NC(=CC1C(=O)OCC)C1=C2N=C(C(=NC2=CC=C1)C)NC1(CC1)C (ethyl 2-(((tert-butoxycarbonyl)amino)methyl)-5-(2-methyl-3-((1-methylcyclopropyl)amino)quinoxalin-5-yl)-1H-pyrrole-3-carboxylate). The product is Cl.NCC=1NC(=CC1C(=O)O)C1=C2N=C(C(=NC2=CC=C1)C)NC1(CC1)C (2-(aminomethyl)-5-(2-methyl-3-((1-methylcyclopropyl)amino)quinoxalin-5-yl)-1H-pyrrole-3-carboxylic acid hydrochloride). As a reaction SMILES: [ClH:1].[NH2:2][CH2:3][C:4]1[NH:5][C:6]([C:12]2[CH:21]=[CH:20][CH:19]=[C:18]3[C:13]=2[N:14]=[C:15]([NH:23][C:24]([CH3:27])([CH3:26])[CH3:25])[C:16]([CH3:22])=[N:17]3)=[CH:7][C:8]=1[C:9]([OH:11])=[O:10].C(OC(NCC1NC(C2C=CC=C3C=2N=C(NC2(C)CC2)C(C)=N3)=CC=1C(OCC)=O)=O)(C)(C)C>>[ClH:1].[NH2:2][CH2:3][C:4]1[NH:5][C:6]([C:12]2[CH:21]=[CH:20][CH:19]=[C:18]3[C:13]=2[N:14]=[C:15]([NH:23][C:24]2([CH3:27])[CH2:26][CH2:25]2)[C:16]([CH3:22])=[N:17]3)=[CH:7][C:8]=1[C:9]([OH:11])=[O:10] |f:0.1,3.4|. Procedure: This compound was prepared according to the procedures described for Intermediate (334c), using ethyl 24(tert-butoxycarbonyl)amino)methyl)-5-(2-methyl-3-((1-methylcyclopropyl)amino)quinoxalin-5-yl)-1H-pyrrole-3-carboxylate (357b) (0.25 g, 0.53 mmol) as starting material. Crude material was used without further purification. Assumed theoretical conversion. m/z (ESI, +ve) 352.0 (M+H)+.